From a dataset of the Open Reaction Database (ORD), a public repository of structured organic reaction records. describe an organic reaction: reactants, conditions, products, and yield Starting materials: O (water), C(C)(=O)NC=1C=C2CCCC(C2=CC1)=O (6-Acetamido-1-tetralone), Sodium hydride(oil), CI (methyl iodide), C(C)(=O)OCC (ethyl acetate). Run in O1CCCC1 (tetrahydrofuran). Run at temperature 40 celsius, time 15 hour. The product is CN(C(C)=O)C1=CC=2CCCC(C2C=C1)=O (N-Methyl-N-(5-oxo-5,6,7,8-tetrahydro-2-naphthalenyl)acetamide). RXN SMILES: [C:1]([NH:4][C:5]1[CH:6]=[C:7]2[C:12](=[CH:13][CH:14]=1)[C:11](=[O:15])[CH2:10][CH2:9][CH2:8]2)(=[O:3])[CH3:2].CI.O.[C:19](OCC)(=O)C>O1CCCC1>[CH3:19][N:4]([C:5]1[CH:14]=[CH:13][C:12]2[C:11](=[O:15])[CH2:10][CH2:9][CH2:8][C:7]=2[CH:6]=1)[C:1](=[O:3])[CH3:2]. Procedure details: 6-Acetamido-1-tetralone (13.7 g, 67.4 mmol) was dissolved in tetrahydrofuran (40 ml). Sodium hydride(oil)(2.40 g, 101 mmol) was added to the solution, which was refluxed with heating for 2.5 hours. After cooling, methyl iodide(20 ml)was added to the reaction mixture, which was stirred at 40° C. for 15 hours. The reaction mixture was poured into a cold water, and extraction was conducted using ethyl acetate. The extract was washed with 1N hydrochloric acid and 1 N aqueous sodium hydroxide solutio... Starting materials: O[C@H](C(=O)O)CC1=CC=CC=C1 (α(S)-Hydroxybenzene propanoic acid), C(C)(=O)O (acetic acid). Reagents/catalysts: [Pt]=O (platinum oxide). Solvent: C(C)O (ethanol). Yields the product O[C@H](C(=O)O)CC1CCCCC1 (α(S)-Hydroxycyclohexanepropanoic acid). Isolated yield 95.2%. As a reaction SMILES: [OH:1][C@@H:2]([CH2:6][C:7]1[CH:12]=[CH:11][CH:10]=[CH:9][CH:8]=1)[C:3]([OH:5])=[O:4].C(O)(=O)C>C(O)C.[Pt]=O>[OH:1][C@@H:2]([CH2:6][CH:7]1[CH2:12][CH2:11][CH2:10][CH2:9][CH2:8]1)[C:3]([OH:5])=[O:4]. Reported procedure: α(S)-Hydroxybenzene propanoic acid (4.99 g, 30 mmol) was hydrogenated at 4 bar in ethanol (175 ml) and acetic acid (10 ml) using platinum oxide (0.5 g) as catalyst. After filtration, evaporation of the solvent gave the sub-title acid (4.92 g). The reactants are OC=C1C(N(C2=CC(=C(C=C2C1=O)OC)OC)C(=O)OCC)C (3-hydroxymethylene-6,7-dimethoxy-2-methyl-4-oxo-1,2,3,4-tetrahydro-1-quinoline carboxylic acid, ethyl ester), C(C)(=O)[O-].[NH4+] (ammonium acetate). The solvent is C(C)O (ethanol). Run at temperature 40 celsius. Yields the product NC=C1C(N(C2=CC(=C(C=C2C1=O)OC)OC)C(=O)OCC)C (3-Aminomethylene-6,7-dimethoxy-2-methyl-4-oxo-1,2,3,4-tetrahydro-1-quinoline carboxylic acid, ethyl ester). As a reaction SMILES: O[CH:2]=[C:3]1[C:12](=[O:13])[C:11]2[C:6](=[CH:7][C:8]([O:16][CH3:17])=[C:9]([O:14][CH3:15])[CH:10]=2)[N:5]([C:18]([O:20][CH2:21][CH3:22])=[O:19])[CH:4]1[CH3:23].C([O-])(=O)C.[NH4+:28]>C(O)C>[NH2:28][CH:2]=[C:3]1[C:12](=[O:13])[C:11]2[C:6](=[CH:7][C:8]([O:16][CH3:17])=[C:9]([O:14][CH3:15])[CH:10]=2)[N:5]([C:18]([O:20][CH2:21][CH3:22])=[O:19])[CH:4]1[CH3:23] |f:1.2|. Reported procedure: A reaction mixture comprising 58.5 g. of 3-hydroxymethylene-6,7-dimethoxy-2-methyl-4-oxo-1,2,3,4-tetrahydro-1-quinoline carboxylic acid, ethyl ester and 58.5 g. of ammonium acetate in 730 ml. of ethanol is heated to reflux for 10 min. The mixture is cooled to 40° C. and concentrated to a yellow solid. Th residue is taken up in 800 ml. of chloroform which is subsequently washed successively with water (1 × 450 ml.), 1N aqueous sodium hydroxide (2 × 450 ml.) and a brine solution (1 × 450 ml.). The... The reactants are FC(C1=CC=C2C(=N1)NN=C2O)(F)F (6-trifluoromethyl-1H-pyrazolo-[3,4-b]pyridin-3-ol), CC1CCN(CC1)C(=O)Cl (4-methylpiperidine-1-carbonyl chloride). The product is CC1CCN(CC1)C(=O)OC1=NN(C2=NC(=CC=C21)C(F)(F)F)C(=O)N2CCC(CC2)C (1-(4-Methylpiperidine-1-carbonyl)-6-trifluoromethyl-1H-pyrazolo[3,4-b]pyridin-3-yl 4-methylpiperidine-1-carboxylate). Reaction SMILES: [F:1][C:2]([F:14])([F:13])[C:3]1[N:8]=[C:7]2[NH:9][N:10]=[C:11]([OH:12])[C:6]2=[CH:5][CH:4]=1.[CH3:15][CH:16]1[CH2:21][CH2:20][N:19]([C:22](Cl)=[O:23])[CH2:18][CH2:17]1>>[CH3:15][CH:16]1[CH2:21][CH2:20][N:19]([C:22]([O:12][C:11]2[C:6]3[C:7](=[N:8][C:3]([C:2]([F:13])([F:1])[F:14])=[CH:4][CH:5]=3)[N:9]([C:22]([N:19]3[CH2:20][CH2:21][CH:16]([CH3:15])[CH2:17][CH2:18]3)=[O:23])[N:10]=2)=[O:23])[CH2:18][CH2:17]1. Procedure: In analogy to example, 1, 120 mg (0.59 mmol) of 6-trifluoromethyl-1H-pyrazolo-[3,4-b]pyridin-3-ol were reacted with 143.3 mg (0.89 mmol) of 4-methylpiperidine-1-carbonyl chloride. Yield: 71 mg (26%), M+H+: 454.27. Starting materials: CC(=O)OC(C)=O, COc1cc(O)c(C(=NO)c2ccccc2F)c(Cl)c1. The product is COc1cc(O)c(C(=NOC(C)=O)c2ccccc2F)c(Cl)c1. RXN SMILES: [CH3:21][C:22](=[O:23])[O:24][C:25](=[O:26])[CH3:27].[Cl:1][c:2]1[c:3]([C:4]([c:5]2[c:6]([F:11])[cH:7][cH:8][cH:9][cH:10]2)=[N:12][OH:13])[c:14]([OH:20])[cH:15][c:16]([O:18][CH3:19])[cH:17]1>>[Cl:1][c:2]1[c:3]([C:4]([c:5]2[c:6]([F:11])[cH:7][cH:8][cH:9][cH:10]2)=[N:12][O:13][C:22]([CH3:21])=[O:23])[c:14]([OH:20])[cH:15][c:16]([O:18][CH3:19])[cH:17]1. RXN SMILES: [CH2:1]([N:8]1[CH2:14][CH:13]([C:15](=O)[CH3:16])[C:10]2([CH2:12][CH2:11]2)[CH2:9]1)[C:2]1[CH:7]=[CH:6][CH:5]=[CH:4][CH:3]=1.Cl.[NH2:19][OH:20]>N1C=CC=CC=1.C(OCC)(=O)C>[CH2:1]([N:8]1[CH2:14][CH:13]([C:15](=[N:19][OH:20])[CH3:16])[C:10]2([CH2:12][CH2:11]2)[CH2:9]1)[C:2]1[CH:7]=[CH:6][CH:5]=[CH:4][CH:3]=1 |f:1.2|. Yield: 73.5%. Reported procedure: 1-(5-benzyl-5-azaspiro[2.4]hept-7-yl)ethanone (Example A2a, 3.93 g, 17.1 mmol) and hydroxylamine hydrochloride (1.78 g, 25.7 mmol) are stirred in pyridine (10 mL) at 90° C. After 20 hours, the reaction mixture is diluted with ethyl acetate and the organic layer is washed with saturated NaHCO3, water, and brine. The organic layer is dried with MgSO4, filtered, and the filtrate concentrated to afford 1-(5-benzyl-5-azaspiro[2.4]hept-7-yl)ethanone oxime as an oil (3.07 g). MSCI: m/z 245 (MH+). The reactants are C(C1=CC=CC=C1)N1CC2(CC2)C(C1)C(C)=O (1-(5-benzyl-5-azaspiro[2.4]hept-7-yl)ethanone), Cl.NO (hydroxylamine hydrochloride). Product: C(C1=CC=CC=C1)N1CC2(CC2)C(C1)C(C)=NO (1-(5-benzyl-5-azaspiro[2.4]hept-7-yl)ethanone oxime). Conditions: time 20 hour. Run in C(C)(=O)OCC (ethyl acetate), N1=CC=CC=C1 (pyridine). The reactants are C(#C)C=1C=C(C=C2C=C(C(OC12)C(F)(F)F)C(=O)OCC)OC(F)(F)F (ethyl 8-ethynyl-6-(trifluoromethoxy)-2-(trifluoromethyl)-2H-chromene-3-carboxylate). Reagents/catalysts: [Pd] (Pd/C). Run in CCO (EtOH). Run at time 3 hour. Product: C(C)C=1C=C(C=C2C=C(C(OC12)C(F)(F)F)C(=O)OCC)OC(F)(F)F (ethyl 8-ethyl-6-(trifluoromethoxy)-2-(trifluoromethyl)-2H-chromene-3-carboxylate). RXN SMILES: [C:1]([C:3]1[CH:4]=[C:5]([O:22][C:23]([F:26])([F:25])[F:24])[CH:6]=[C:7]2[C:12]=1[O:11][CH:10]([C:13]([F:16])([F:15])[F:14])[C:9]([C:17]([O:19][CH2:20][CH3:21])=[O:18])=[CH:8]2)#[CH:2]>CCO.[Pd]>[CH2:1]([C:3]1[CH:4]=[C:5]([O:22][C:23]([F:26])([F:24])[F:25])[CH:6]=[C:7]2[C:12]=1[O:11][CH:10]([C:13]([F:16])([F:15])[F:14])[C:9]([C:17]([O:19][CH2:20][CH3:21])=[O:18])=[CH:8]2)[CH3:2]. Procedure: A mixture of ethyl 8-ethynyl-6-(trifluoromethoxy)-2-(trifluoromethyl)-2H-chromene-3-carboxylate prepared as in Example 21f, Step 2 (12.2 g, 32.0 mmole) and 10% Pd/C (1.22 g) in absolute EtOH (250 mL) was hydrogenated at 30 psi for 3 h. The catalyst was then removed by filtration and the solution concentrated in vacuo to give the product in assumed quantitative yield as an off-white solid. The solid was carried on without further purification: EIHRMS m/z 384.0759 (M+, C16H14F6O4, Calc'd 384.0796)...